From a dataset of the Open Reaction Database (ORD), a public repository of structured organic reaction records. describe an organic reaction: reactants, conditions, products, and yield The reactants are COC(=O)CC1Cc2ccc(OCCCN(C(=O)OC(C)(C)C)c3ccccn3)cc2CN(Cc2ccc(C(F)(F)F)cc2)C1=O, CCOC(=O)CC1Cc2ccc(OCCCNc3ccccn3)cc2CNC1=O. Product: CC(C)(C)OC(=O)N(CCCOc1ccc2c(c1)CN(Cc1ccc(C(F)(F)F)cc1)C(=O)C(CC(=O)O)C2)c1ccccn1. RXN SMILES: [O:1]=[C:2]1[N:3]([CH2:36][c:37]2[cH:38][cH:39][c:40]([C:43]([F:44])([F:45])[F:46])[cH:41][cH:42]2)[CH2:4][c:5]2[c:6]([cH:14][cH:15][c:16]([O:18][CH2:19][CH2:20][CH2:21][N:22]([C:23](=[O:24])[O:25][C:26]([CH3:27])([CH3:28])[CH3:29])[c:30]3[n:31][cH:32][cH:33][cH:34][cH:35]3)[cH:17]2)[CH2:7][CH:8]1[CH2:9][C:10](=[O:11])[O:12][CH3:13].[n:47]1[cH:48][cH:49][cH:50][cH:51][c:52]1[NH:53][CH2:54][CH2:55][CH2:56][O:57][c:58]1[cH:59][cH:60][c:61]2[c:74]([cH:75]1)[CH2:73][NH:72][C:70](=[O:71])[CH:63]([CH2:64][C:65]([O:66][CH2:67][CH3:68])=[O:69])[CH2:62]2>>[O:1]=[C:2]1[N:3]([CH2:36][c:37]2[cH:38][cH:39][c:40]([C:43]([F:44])([F:45])[F:46])[cH:41][cH:42]2)[CH2:4][c:5]2[c:6]([cH:14][cH:15][c:16]([O:18][CH2:19][CH2:20][CH2:21][N:22]([C:23](=[O:24])[O:25][C:26]([CH3:27])([CH3:28])[CH3:29])[c:30]3[n:31][cH:32][cH:33][cH:34][cH:35]3)[cH:17]2)[CH2:7][CH:8]1[CH2:9][C:10](=[O:11])[OH:12]. Reactants: COC(=O)C1CC(Br)C(=O)C2C1(C)CCC1C(=O)OC(c3ccoc3)CC12C, CC(=O)O, [N-]=[N+]=[N-], [Na+], CN(C)C=O, O. Yields the product COC(=O)C1CC(N=[N+]=[N-])C(=O)C2C1(C)CCC1C(=O)OC(c3ccoc3)CC12C. Reaction SMILES: [CH3:1][O:2][C:3](=[O:4])[CH:5]1[C:6]2([CH3:28])[CH2:7][CH2:8][CH:9]3[C:10](=[O:27])[O:11][CH:12]([c:22]4[cH:23][o:24][cH:25][cH:26]4)[CH2:13][C:14]3([CH3:21])[CH:15]2[C:16](=[O:20])[CH:17]([Br:19])[CH2:18]1.[CH3:33][C:34](=[O:35])[OH:36].[N-:30]=[N+:31]=[N-:32].[Na+:29].[O:38]=[CH:39][N:40]([CH3:41])[CH3:42].[OH2:37]>>[CH3:1][O:2][C:3](=[O:4])[CH:5]1[C:6]2([CH3:28])[CH2:7][CH2:8][CH:9]3[C:10](=[O:27])[O:11][CH:12]([c:22]4[cH:23][o:24][cH:25][cH:26]4)[CH2:13][C:14]3([CH3:21])[CH:15]2[C:16](=[O:20])[CH:17]([N:30]=[N+:31]=[N-:32])[CH2:18]1. The reactants are C(#N)C(C(=O)N)=CC1=C(C=CC(=C1)SC)[N+](=O)[O-] (α-cyano-β-(2-nitro-5-methylthiophenyl)acrylamide). Reagents/catalysts: [Fe] (iron), [Fe] (Iron). Run in C(C)(=O)O.CN(C=O)C (acetic acid N,N-dimethylformamide). Conditions: temperature 75 celsius. Yields the product CSC=1C=C2C=C(C(=NC2=CC1)N)C(=O)N (6-Methylthio-2-Aminoquinoline-3-Carboxamide). RXN SMILES: [C:1]([C:3](=[CH:7][C:8]1[CH:13]=[C:12]([S:14][CH3:15])[CH:11]=[CH:10][C:9]=1[N+:16]([O-])=O)[C:4]([NH2:6])=[O:5])#[N:2]>C(O)(=O)C.CN(C)C=O.[Fe]>[CH3:15][S:14][C:12]1[CH:13]=[C:8]2[C:9](=[CH:10][CH:11]=1)[N:16]=[C:1]([NH2:2])[C:3]([C:4]([NH2:6])=[O:5])=[CH:7]2 |f:1.2|. Reported procedure: A mixture of α-cyano-β-(2-nitro-5-methylthiophenyl)acrylamide (8,4 g., 0.032 mole) in acetic acid - N,N-dimethylformamide (110 ml. of 1:1) is heated in a 75° C. bath. Iron powder (2.0g.) is added and the mixture stirred until the internal temperature rose to 95° C. Additional iron powder (6.16 g. total iron added=0.146 mole) is added in small portions over a 15 minute period. The reaction mixture is stirred for one hour following completion of addition and then filtered hot. The iron residue is ... Reactants: O (water), C(C#C)Br (Propargyl bromide), NC1=NC=2C=C(C=CC2C2=C1N=C(N2CC(C)(C)NS(=O)(=O)C)COCC)O (N-[2-(4-amino-2-ethoxymethyl-7-hydroxy-1H-imidazo[4,5-c]quinolin-1-yl)-1,1-dimethylethyl]methanesulfonamide), C([O-])([O-])=O.[Cs+].[Cs+] (cesium carbonate). The solvent is CN(C)C=O (DMF), ClCCl (dichloromethane). Conditions: time 8 hour. Product: NC1=NC=2C=C(C=CC2C2=C1N=C(N2CC(C)(C)NS(=O)(=O)C)COCC)OCC#C (N-{2-[4-amino-2-(ethoxymethyl)-7-(prop-2-ynyloxy)-1H-imidazo[4,5-c]quinolin-1-yl]-1,1-dimethylethyl}methanesulfonamide). Isolated yield 24.7%. RXN SMILES: [CH2:1](Br)[C:2]#[CH:3].[NH2:5][C:6]1[C:15]2[N:16]=[C:17]([CH2:28][O:29][CH2:30][CH3:31])[N:18]([CH2:19][C:20]([NH:23][S:24]([CH3:27])(=[O:26])=[O:25])([CH3:22])[CH3:21])[C:14]=2[C:13]2[CH:12]=[CH:11][C:10]([OH:32])=[CH:9][C:8]=2[N:7]=1.C(=O)([O-])[O-].[Cs+].[Cs+].O>CN(C=O)C.ClCCl>[NH2:5][C:6]1[C:15]2[N:16]=[C:17]([CH2:28][O:29][CH2:30][CH3:31])[N:18]([CH2:19][C:20]([NH:23][S:24]([CH3:27])(=[O:26])=[O:25])([CH3:22])[CH3:21])[C:14]=2[C:13]2[CH:12]=[CH:11][C:10]([O:32][CH2:3][C:2]#[CH:1])=[CH:9][C:8]=2[N:7]=1 |f:2.3.4|. Reported procedure: Propargyl bromide (1.30 g, 9.19 mmol) was added to a mixture of N-[2-(4-amino-2-ethoxymethyl-7-hydroxy-1H-imidazo[4,5-c]quinolin-1-yl)-1,1-dimethylethyl]methanesulfonamide (2.5 g, 6.13 mmol) and cesium carbonate (5.00 g, 12.3 mmol) in DMF. The mixture was stirred overnight and then was poured into water (600 mL). The mixture was stirred overnight and a gummy solid was isolated by filtration. The solid was dissolved in dichloromethane and the resulting solution was dried over magnesium sulfate, f... Starting materials: [N+](=O)([O-])C1=CC=C(C(=O)O)C=C1 (4-nitrobenzoic acid), C([O-])([O-])=O.[K+].[K+] (potassium carbonate), C(C1=CC=CC=C1)Br (benzylbromide). Run in CC#N (MeCN). The product is [N+](=O)([O-])C1=CC=C(C(=O)OCC2=CC=CC=C2)C=C1 (benzyl 4-nitrobenzoate). Isolated yield 89.1%. RXN SMILES: [N+:1]([C:4]1[CH:12]=[CH:11][C:7]([C:8]([OH:10])=[O:9])=[CH:6][CH:5]=1)([O-:3])=[O:2].C(=O)([O-])[O-].[K+].[K+].[CH2:19](Br)[C:20]1[CH:25]=[CH:24][CH:23]=[CH:22][CH:21]=1>CC#N>[N+:1]([C:4]1[CH:5]=[CH:6][C:7]([C:8]([O:10][CH2:19][C:20]2[CH:25]=[CH:24][CH:23]=[CH:22][CH:21]=2)=[O:9])=[CH:11][CH:12]=1)([O-:3])=[O:2] |f:1.2.3|. Procedure: 15.01 g (89.9 mmol) 4-nitrobenzoic acid are suspended in 500 mL MeCN and then combined with 15.03 g (108.7 mmol, 1.2 eq) potassium carbonate. 15.4 g (90.4 mmol, 1.01 eq) benzylbromide are added dropwise with stirring and the reaction mixture is heated for 5 h with stirring at 60° C. It is combined with 750 mL distilled water, extracted 4 times with 250 mL of EE and after the organic phases have been combined dried on sodium sulphate. After all the volatile constituents have been eliminated in va... The reactants are CCc1nc2cc3c(cc2o1)CCNCC3, Cn1c(SCCCCl)nnc1-c1ccc(C(F)(F)F)cc1. The product is CCc1nc2cc3c(cc2o1)CCN(CCCSc1nnc(-c2ccc(C(F)(F)F)cc2)n1C)CC3, Cl. As a reaction SMILES: [CH2:1]([CH3:2])[c:3]1[o:4][c:5]2[cH:6][c:7]3[c:8]([cH:14][c:15]2[n:16]1)[CH2:9][CH2:10][NH:11][CH2:12][CH2:13]3.[Cl:17][CH2:18][CH2:19][CH2:20][S:21][c:22]1[n:23][n:24][c:25](-[c:28]2[cH:29][cH:30][c:31]([C:34]([F:35])([F:36])[F:37])[cH:32][cH:33]2)[n:26]1[CH3:27]>>[CH2:1]([CH3:2])[c:3]1[o:4][c:5]2[cH:6][c:7]3[c:8]([cH:14][c:15]2[n:16]1)[CH2:9][CH2:10][N:11]([CH2:18][CH2:19][CH2:20][S:21][c:22]1[n:23][n:24][c:25](-[c:28]2[cH:29][cH:30][c:31]([C:34]([F:35])([F:36])[F:37])[cH:32][cH:33]2)[n:26]1[CH3:27])[CH2:12][CH2:13]3.[ClH:17].